This data is from the Open Reaction Database (ORD), a public repository of structured organic reaction records. The task is: describe an organic reaction: reactants, conditions, products, and yield Isolated yield 101.3%. Reactants: C(C)SC=1N(C(=C(N1)C(C)(C)O)C(=O)OCC)CC1=CC=C(C=C1)C1=C(C=CC=C1)C1=NN=NN1 (ethyl 2-ethylthio-4-(1-hydroxy-1-methylethyl)-1-{4-[2-(tetrazol-5-yl)phenyl]phenyl}methylimidazole-5-carboxylate), O.[OH-].[Li+] (lithium hydroxide monohydrate), O (water). RXN SMILES: [CH2:1]([S:3][C:4]1[N:5]([CH2:18][C:19]2[CH:24]=[CH:23][C:22]([C:25]3[CH:30]=[CH:29][CH:28]=[CH:27][C:26]=3[C:31]3[NH:35][N:34]=[N:33][N:32]=3)=[CH:21][CH:20]=2)[C:6]([C:13]([O:15]CC)=[O:14])=[C:7]([C:9]([OH:12])([CH3:11])[CH3:10])[N:8]=1)[CH3:2].O.[OH-].[Li+].O>O1CCOCC1>[CH2:1]([S:3][C:4]1[N:5]([CH2:18][C:19]2[CH:24]=[CH:23][C:22]([C:25]3[CH:30]=[CH:29][CH:28]=[CH:27][C:26]=3[C:31]3[NH:35][N:34]=[N:33][N:32]=3)=[CH:21][CH:20]=2)[C:6]([C:13]([OH:15])=[O:14])=[C:7]([C:9]([OH:12])([CH3:11])[CH3:10])[N:8]=1)[CH3:2] |f:1.2.3|. Product: C(C)SC=1N(C(=C(N1)C(C)(C)O)C(=O)O)CC1=CC=C(C=C1)C1=C(C=CC=C1)C1=NN=NN1 (2-Ethylthio-4-(1-hydroxy-1-methylethyl)-1-{4-[2-(tetrazol-5-yl)phenyl]phenyl}methylimidazole-5-carboxylic acid). The solvent is O1CCOCC1 (dioxane). Run at time 24 hour. Reported procedure: 1.00 g of ethyl 2-ethylthio-4-(1-hydroxy-1-methylethyl)-1-{4-[2-(tetrazol-5-yl)phenyl]phenyl}methylimidazole-5-carboxylate [prepared as described in Example 107(b)] and 256 mg of lithium hydroxide monohydrate were added to a mixture of 10 ml of water and 10 ml of dioxane. The mixture was then stirred at room temperature for 24 hours after which it was concentrated by evaporation under reduced pressure. The resulting residue was dissolved in water, and then 6.1 ml of 1N aqueous hydrochloric acid ... The reactants are NC1=NC(=C(C(=N1)O)CC=C(C)C1=C(C=CC(=C1)Cl)Cl)C (2-amino-4-hydroxy-6-methyl-5-[3-(2,5-dichlorophenyl)-2-butenyl]pyrimidine), P(=O)(Cl)(Cl)Cl (phosphorus oxychloride), P(Cl)(Cl)(Cl)(Cl)Cl (phosphorus pentachloride), ice. Run at time 20 minute. Yields the product NC1=NC(=C(C(=N1)Cl)CC=C(C)C1=C(C=CC(=C1)Cl)Cl)C (2-amino-4-chloro-6-methyl-5-[3-(2,5-dichlorophenyl)-2-butenyl]pyrimidine). The yield is 97.3%. As a reaction SMILES: [NH2:1][C:2]1[N:7]=[C:6](O)[C:5]([CH2:9][CH:10]=[C:11]([C:13]2[CH:18]=[C:17]([Cl:19])[CH:16]=[CH:15][C:14]=2[Cl:20])[CH3:12])=[C:4]([CH3:21])[N:3]=1.P(Cl)(Cl)([Cl:24])=O.P(Cl)(Cl)(Cl)(Cl)Cl>>[NH2:1][C:2]1[N:7]=[C:6]([Cl:24])[C:5]([CH2:9][CH:10]=[C:11]([C:13]2[CH:18]=[C:17]([Cl:19])[CH:16]=[CH:15][C:14]=2[Cl:20])[CH3:12])=[C:4]([CH3:21])[N:3]=1. Reported procedure: Under a nitrogen atmosphere, a stirred solution of 2.0 grams (0.006 mole) of 2-amino-4-hydroxy-6-methyl-5-[3-(2,5-dichlorophenyl)-2-butenyl]pyrimidine, 16.5 grams (0.107 mole) of phosphorus oxychloride, and 1.5 grams (0.007 mole) of phosphorus pentachloride is heated at reflux for about 18 hours. After this time the reaction mixture is slowly pipetted into wet ice during a 20 minute period. The mixture is then stirred until the ice melted, and the resultant solid is collected by filtration. The ... RXN SMILES: [Cl:1][c:2]1[c:3]([C:4]#[N:5])[cH:6][cH:7][c:8]([CH2:10][CH3:11])[n:9]1.[F-:23].[K+:24].[Na+:26].[O:27]=[CH:28][N:29]([CH3:30])[CH3:31].[OH-:25].[OH:12][c:13]1[c:14]([O:21][CH3:22])[c:15]([CH:16]=[O:17])[cH:18][cH:19][cH:20]1>>[c:2]1([O:12][c:13]2[c:14]([O:21][CH3:22])[c:15]([CH:16]=[O:17])[cH:18][cH:19][cH:20]2)[c:3]([C:4]#[N:5])[cH:6][cH:7][c:8]([CH2:10][CH3:11])[n:9]1. The product is CCc1ccc(C#N)c(Oc2cccc(C=O)c2OC)n1. The reactants are CCc1ccc(C#N)c(Cl)n1, [F-], [K+], [Na+], CN(C)C=O, [OH-], COc1c(O)cccc1C=O. The reactants are C(C)(C)(C)OC(NC1=CC(=CC=C1)NC(=O)NCCCl)=O ({3-[3-(2-chloro-ethyl)-ureido]-phenyl}-carbamic acid tert-butyl ester), C([O-])([O-])=O.[K+].[K+] (potassium carbonate), [H-].[Na+] (Sodium hydride). The solvent is O1CCCC1 (tetrahydrofuran). Run at time 8 hour. The product is C(C)(C)(C)OC(NC1=CC(=CC=C1)N1C(NCC1)=O)=O ([3-(2-Oxo-imidazolidin-1-yl)-phenyl]-carbamic acid tert-butyl ester). RXN SMILES: [C:1]([O:5][C:6](=[O:21])[NH:7][C:8]1[CH:13]=[CH:12][CH:11]=[C:10]([NH:14][C:15]([NH:17][CH2:18][CH2:19]Cl)=[O:16])[CH:9]=1)([CH3:4])([CH3:3])[CH3:2].C(=O)([O-])[O-].[K+].[K+].[H-].[Na+]>O1CCCC1>[C:1]([O:5][C:6](=[O:21])[NH:7][C:8]1[CH:13]=[CH:12][CH:11]=[C:10]([N:14]2[CH2:19][CH2:18][NH:17][C:15]2=[O:16])[CH:9]=1)([CH3:4])([CH3:3])[CH3:2] |f:1.2.3,4.5|. Procedure: A solution of {3-[3-(2-chloro-ethyl)-ureido]-phenyl}-carbamic acid tert-butyl ester (1 g, 3.2 mmol) and potassium carbonate (1.32 g, 9.6 mmol) in dry tetrahydrofuran (20 ml) were stirred at room temperature overnight. No reaction was observed. Sodium hydride (260 mg, 6.5 mmol, 60% dispersion in oil) was then added and reaction stirred at room temperature overnight. Reaction was quenched with water (50 ml) then extracted with dichloromethane (3×50 ml). The combined organics were dried (magnesium ...